Dataset: the Open Reaction Database (ORD), a public repository of structured organic reaction records. Task: describe an organic reaction: reactants, conditions, products, and yield Starting materials: CC[C@H]([C@@H]1[C@H](C[C@@](O1)(CC)[C@H]2CC[C@@]([C@@H](O2)C)(CC)O)C)C(=O)[C@@H](C)[C@H]([C@H](C)CCC3=C(C(=C(C=C3)C)O)C(=O)O)O (X-537A), C(Cl)Cl (methylene chloride), CI (methyl iodide). Reagents/catalysts: [Ag]=O (silver oxide). Solvent: CO (CH3OH). Conditions: time 18 hour. Product: CC1=C(C(C(=O)OC)=C(C=C1)CCC(C(C(C(C(C1OC(CC1C)(C1OC(C(CC1)(O)CC)C)CC)CC)=O)C)O)C)O (3-methyl-6-{7-ethyl-4-hydroxy- 3,5-dimethyl-6-oxo-7-[5-ethyl-3-methyl-5-(5-ethyl-5-hydroxy-6-methyl-2-tetrahydropyranyl)-2-tetrahydrofuryl]heptyl}salicylic acid, methyl ester). Reaction SMILES: [CH3:1][CH2:2][C@@H:3]([C:22]([C@H:24]([C@@H:26]([OH:42])[C@@H:27]([CH2:29][CH2:30][C:31]1[CH:36]=[CH:35][C:34]([CH3:37])=[C:33]([OH:38])[C:32]=1[C:39]([OH:41])=[O:40])[CH3:28])[CH3:25])=[O:23])[C@H:4]1[O:8][C@@:7]([C@@H:11]2[O:16][C@@H:15]([CH3:17])[C@@:14]([OH:20])([CH2:18][CH3:19])[CH2:13][CH2:12]2)([CH2:9][CH3:10])[CH2:6][C@@H:5]1[CH3:21].[CH2:43](Cl)Cl.CI>[Ag]=O.CO>[CH3:37][C:34]1[CH:35]=[CH:36][C:31]([CH2:30][CH2:29][CH:27]([CH3:28])[CH:26]([OH:42])[CH:24]([CH3:25])[C:22](=[O:23])[CH:3]([CH2:2][CH3:1])[CH:4]2[CH:5]([CH3:21])[CH2:6][C:7]([CH2:9][CH3:10])([CH:11]3[CH2:12][CH2:13][C:14]([CH2:18][CH3:19])([OH:20])[CH:15]([CH3:17])[O:16]3)[O:8]2)=[C:32]([C:39]([O:41][CH3:43])=[O:40])[C:33]=1[OH:38]. Procedure: To a solution of 6.2 g. of crystalline antibiotic X-537A in 125 ml. of methylene chloride was added 4.6 g. of silver oxide and 14 g. of methyl iodide. After stirring for 18 hours, the reaction mixture was filtered and the filtrate concentrated to 7.07 g. of a light yellow oil, which was decolorized with Darco, giving 6.09 g. of a colorless foam. A portion (4 g.) of the foam was chromatographed on a florisil column (150 g.) eluting with a gradient between methylene chloride (1 l.) to ether (1 l.)...